Dataset: the Open Reaction Database (ORD), a public repository of structured organic reaction records. Task: describe an organic reaction: reactants, conditions, products, and yield Reactants: FC(F)(F)c1ccc(CBr)o1, BrCc1cccc(OCc2ccccc2)c1, Cc1noc2cc3c(cc12)C1(CO3)C(=O)Nc2ccccc21, O=C1Nc2ccccc2C12COc1cc3c(cc12)CCO3. Yields the product O=C1N(Cc2cccc(OCc3ccccc3)c2)c2ccccc2C12COc1cc3c(cc12)CCO3. As a reaction SMILES: [Br:60][CH2:61][c:62]1[o:63][c:64]([C:65]([F:66])([F:67])[F:68])[cH:69][cH:70]1.[CH2:44]([c:45]1[cH:46][cH:47][cH:48][cH:49][cH:50]1)[O:51][c:52]1[cH:53][c:54]([CH2:58][Br:59])[cH:55][cH:56][cH:57]1.[CH3:22][c:23]1[c:24]2[cH:25][c:26]3[c:39]([cH:40][c:41]2[o:42][n:43]1)[O:38][CH2:37][C:27]31[c:28]2[c:29]([cH:30][cH:31][cH:32][cH:33]2)[NH:34][C:35]1=[O:36].[NH:1]1[C:2](=[O:21])[C:3]2([c:4]3[c:5]([cH:8][c:9]4[c:13]([cH:14]3)[CH2:12][CH2:11][O:10]4)[O:6][CH2:7]2)[c:15]2[cH:16][cH:17][cH:18][cH:19][c:20]21>>[N:1]1([CH2:58][c:54]2[cH:53][c:52]([O:51][CH2:44][c:45]3[cH:46][cH:47][cH:48][cH:49][cH:50]3)[cH:57][cH:56][cH:55]2)[C:2](=[O:21])[C:3]2([c:4]3[c:5]([cH:8][c:9]4[c:13]([cH:14]3)[CH2:12][CH2:11][O:10]4)[O:6][CH2:7]2)[c:15]2[cH:16][cH:17][cH:18][cH:19][c:20]21.